describe an organic reaction: reactants, conditions, products, and yield From a dataset of the Open Reaction Database (ORD), a public repository of structured organic reaction records. Reactants: C(C)(=O)OC(C)=O (acetic anhydride), OCCOC1=C(C(=[N+](C=C1)[O-])C)C (4-(2-hydroxyethoxy)-2,3-dimethylpyridine N-oxide), C(C)O (ethanol). Conditions: temperature 90 celsius, time 2 hour. Product: C(C)(=O)OCCOC1=C(C(=NC=C1)COC(C)=O)C (4-(2-acetoxyethoxy)-2-acetoxymethyl-3-methylpyridine). As a reaction SMILES: [C:1]([O:4][C:5](=O)[CH3:6])(=[O:3])[CH3:2].[OH:8][CH2:9][CH2:10][O:11][C:12]1[CH:17]=[CH:16][N+:15]([O-])=[C:14](C)[C:13]=1C.[CH2:21]([OH:23])[CH3:22]>>[C:21]([O:8][CH2:9][CH2:10][O:11][C:12]1[CH:13]=[CH:14][N:15]=[C:6]([CH2:5][O:4][C:1](=[O:3])[CH3:2])[C:17]=1[CH3:16])(=[O:23])[CH3:22]. Procedure: 15 ml of acetic anhydride was added to 25 g of 4-(2-hydroxyethoxy)-2,3-dimethylpyridine N-oxide to obtain a solution. This solution was stirred at 90° C. for 2 hours, followed by the addition of ethanol. The obtained mixture was distilled under a reduced pressure to obtain 4-(2-acetoxyethoxy)-2-acetoxymethyl-3-methylpyridine. Starting materials: Br, COc1ccc2[nH]c3cc(C(=O)O)nn3c(=O)c2c1, CC(=O)O, O. The product is O=C(O)c1cc2[nH]c3ccc(O)cc3c(=O)n2n1. RXN SMILES: [BrH:20].[CH3:1][O:2][c:3]1[cH:4][c:5]2[c:6](=[O:19])[n:7]3[c:8]([nH:9][c:10]2[cH:11][cH:12]1)[cH:13][c:14]([C:16](=[O:17])[OH:18])[n:15]3.[CH3:21][C:22](=[O:23])[OH:24].[OH2:25]>>[OH:2][c:3]1[cH:4][c:5]2[c:6](=[O:19])[n:7]3[c:8]([nH:9][c:10]2[cH:11][cH:12]1)[cH:13][c:14]([C:16](=[O:17])[OH:18])[n:15]3. Starting materials: CNS(=O)(=O)c1cc(Br)cc(C(F)(F)F)c1, C[Sn](C)(C)c1cc(CCCOCc2ccccc2)nc(C#N)n1, CCOC(C)=O, CN(C)C=O, Cl[Pd]Cl, c1ccc(P(c2ccccc2)c2ccccc2)cc1, c1ccc(P(c2ccccc2)c2ccccc2)cc1. Product: CNS(=O)(=O)c1cc(-c2cc(CCCOCc3ccccc3)nc(C#N)n2)cc(C(F)(F)F)c1. As a reaction SMILES: [Br:1][c:2]1[cH:3][c:4]([S:12](=[O:13])(=[O:14])[NH:15][CH3:16])[cH:5][c:6]([C:8]([F:9])([F:10])[F:11])[cH:7]1.[CH2:17]([c:18]1[cH:19][cH:20][cH:21][cH:22][cH:23]1)[O:24][CH2:25][CH2:26][CH2:27][c:28]1[n:29][c:30]([C:38]#[N:39])[n:31][c:32]([Sn:34]([CH3:35])([CH3:36])[CH3:37])[cH:33]1.[CH3:45][CH2:46][O:47][C:48](=[O:49])[CH3:50].[O:40]=[CH:41][N:42]([CH3:43])[CH3:44].[Pd:51]([Cl:52])[Cl:53].[c:54]1([P:55]([c:56]2[cH:57][cH:58][cH:59][cH:60][cH:61]2)[c:62]2[cH:63][cH:64][cH:65][cH:66][cH:67]2)[cH:68][cH:69][cH:70][cH:71][cH:72]1.[c:73]1([P:74]([c:75]2[cH:76][cH:77][cH:78][cH:79][cH:80]2)[c:81]2[cH:82][cH:83][cH:84][cH:85][cH:86]2)[cH:87][cH:88][cH:89][cH:90][cH:91]1>>[c:2]1(-[c:32]2[n:31][c:30]([C:38]#[N:39])[n:29][c:28]([CH2:27][CH2:26][CH2:25][O:24][CH2:17][c:18]3[cH:19][cH:20][cH:21][cH:22][cH:23]3)[cH:33]2)[cH:3][c:4]([S:12](=[O:13])(=[O:14])[NH:15][CH3:16])[cH:5][c:6]([C:8]([F:9])([F:10])[F:11])[cH:7]1. Reactants: C1=CC=CC2=NC3=CC=CC=C3C(=C12)C(OC1=CC=CC2=CC=CC=C12)=S (Naphthyl acridine-9-thiocarboxylate), FC(S(=O)(=O)OC)(F)F (Methyl trifluoromethanesulfonate). The solvent is C(Cl)Cl (CH2Cl2). Run at time 8 hour. Product: [O-]S(=O)(=O)C(F)(F)F.C[N+]1=C2C=CC=CC2=C(C2=CC=CC=C12)C(OC1=CC=CC2=CC=CC=C12)=S (Naphthyl 10-methylacridinium-9-thiocarboxylate triflate). As a reaction SMILES: [CH:1]1[C:14]2[C:5](=[N:6][C:7]3[C:12]([C:13]=2[C:15](=[S:27])[O:16][C:17]2[C:26]4[C:21](=[CH:22][CH:23]=[CH:24][CH:25]=4)[CH:20]=[CH:19][CH:18]=2)=[CH:11][CH:10]=[CH:9][CH:8]=3)[CH:4]=[CH:3][CH:2]=1.[F:28][C:29]([F:36])([F:35])[S:30]([O:33]C)(=[O:32])=[O:31]>C(Cl)Cl>[O-:33][S:30]([C:29]([F:36])([F:35])[F:28])(=[O:32])=[O:31].[CH3:29][N+:6]1[C:5]2[C:14](=[CH:1][CH:2]=[CH:3][CH:4]=2)[C:13]([C:15](=[S:27])[O:16][C:17]2[C:26]3[C:21](=[CH:22][CH:23]=[CH:24][CH:25]=3)[CH:20]=[CH:19][CH:18]=2)=[C:12]2[C:7]=1[CH:8]=[CH:9][CH:10]=[CH:11]2 |f:3.4|. Procedure details: Naphthyl acridine-9-thiocarboxylate (26.38 g) was suspended in CH2Cl2 (200 mL). Methyl trifluoromethanesulfonate (24.5 ml) was added and the mixture left to stir overnight. The mixture was filtered and the solids washed with CH2Cl2 (300 ml) and hexanes (500 ml). After air drying, the product (28.83 g) was obtained as a yellow solid. 1H NMR (acetone-d6) δ 5.20 (s, 3H), 7.66-7.75 (m, 2H), 7.88-7.92 (m, 1H), 8.03-8.09 (m, 2H), 8.15 (d, 1H), 8.26 (t, 2H), 8.48 (s, 1H), 8.61-8.68 (m, 2H), 8.80 (d, 2H... Reactants: C1CCOC1, CO, O=C1CCC(=O)N1Cl, COC1CCC2C3CCC4CC(O)CCC4(C)C3CCC12C, c1ccc(P(c2ccccc2)c2ccccc2)cc1. Product: COC1CCC2C3CCC4CC(Cl)CCC4(C)C3CCC12C. Reaction SMILES: [CH2:52]1[O:53][CH2:54][CH2:55][CH2:56]1.[CH3:50][OH:51].[Cl:20][N:21]1[C:22](=[O:23])[CH2:24][CH2:25][C:26]1=[O:27].[OH:28][CH:29]1[CH2:30][CH:31]2[CH2:32][CH2:33][CH:34]3[CH:35]4[CH2:36][CH2:37][CH:38]([O:48][CH3:49])[C:39]4([CH3:40])[CH2:41][CH2:42][CH:43]3[C:44]2([CH3:47])[CH2:45][CH2:46]1.[c:1]1([P:2]([c:3]2[cH:4][cH:5][cH:6][cH:7][cH:8]2)[c:9]2[cH:10][cH:11][cH:12][cH:13][cH:14]2)[cH:15][cH:16][cH:17][cH:18][cH:19]1>>[Cl:20][CH:29]1[CH2:30][CH:31]2[CH2:32][CH2:33][CH:34]3[CH:35]4[CH2:36][CH2:37][CH:38]([O:48][CH3:49])[C:39]4([CH3:40])[CH2:41][CH2:42][CH:43]3[C:44]2([CH3:47])[CH2:45][CH2:46]1. Reactants: FC(C=1C=C(C=CC1)O)(F)F (3-(trifluoromethyl)phenol), [H-].[Na+] (NaH), ClC1=NC(=NC=C1)SC (4-chloro-2-(methylthio)pyrimidine). Run in C1CCOC1 (THF). The product is CSC1=NC=CC(=N1)OC1=CC(=CC=C1)C(F)(F)F (2-methylthio-4-[3-(trifluoromethyl)phenoxy]pyrimidine). RXN SMILES: [F:1][C:2]([F:11])([F:10])[C:3]1[CH:4]=[C:5]([OH:9])[CH:6]=[CH:7][CH:8]=1.[H-].[Na+].Cl[C:15]1[CH:20]=[CH:19][N:18]=[C:17]([S:21][CH3:22])[N:16]=1>C1COCC1>[CH3:22][S:21][C:17]1[N:18]=[C:19]([O:9][C:5]2[CH:6]=[CH:7][CH:8]=[C:3]([C:2]([F:10])([F:11])[F:1])[CH:4]=2)[CH:20]=[CH:15][N:16]=1 |f:1.2|. Procedure: In THF, a phenoxide was prepared from 3-(trifluoromethyl)phenol (4.54 g, 0.0187×1.5 mol) was mixed with NaH (1.12 g (ca. 60% in mineral oil), 0.0187×1.5 mol), and 4-chloro-2-(methylthio)pyrimidine (Compound No. VII-1) (3.0 g, 0.0187 mol) was added thereto and the mixture was refluxed for about 10 hours. The reaction solution was partitioned between ethyl acetate and aqueous saturated sodium hydrogen carbonate to separate an organic phase. The organic phase was washed with aqueous saturated sodiu... Yields the product ClC1=C2C(=NC=N1)N(N=C2)C2CCC(CC2)C2=NC(=NO2)C(C)C (4-chloro-1-[4-(3-isopropyl-[1,2,4]oxadiazol-5-yl)-cyclohexyl]-1H-pyrazolo[3,4-d]pyrimidine). Run in C(C)#N (acetonitrile). Run at temperature 140 celsius. As a reaction SMILES: [CH:1]([C:4]1[N:8]=[C:7]([CH:9]2[CH2:14][CH2:13][CH:12]([NH:15][NH2:16])[CH2:11][CH2:10]2)[O:6][N:5]=1)([CH3:3])[CH3:2].[Cl:17][C:18]1[C:23]([CH:24]=O)=[C:22](Cl)[N:21]=[CH:20][N:19]=1.C(=O)([O-])[O-].[Na+].[Na+]>C(#N)C>[Cl:17][C:18]1[N:19]=[CH:20][N:21]=[C:22]2[N:15]([CH:12]3[CH2:13][CH2:14][CH:9]([C:7]4[O:6][N:5]=[C:4]([CH:1]([CH3:3])[CH3:2])[N:8]=4)[CH2:10][CH2:11]3)[N:16]=[CH:24][C:23]=12 |f:2.3.4|. Procedure: A mixture of [4-(3-isopropyl-[1,2,4]oxadiazol-5-yl)-cyclohexyl]-hydrazine (Intermediate 12; 230 mg, 1.0 mmol), 4,6-dichloro-pyrimidine-5-carbaldehyde (Intermediate 16; 182 mg, 1.0 mmol) and sodium carbonate (218 mg, 2.1 mmol) in acetonitrile was heated in the microwave at 140° C. for 10 min. Saturated aqueous sodium carbonate was added and the reaction mixture was filtered. The filtrate was extracted with ethyl acetate, and the combined organic layers were dried (sodium sulfate), filtered, evapo... Yield: 36.0%. Reactants: C(C)(C)C1=NOC(=N1)C1CCC(CC1)NN ([4-(3-isopropyl-[1,2,4]oxadiazol-5-yl)-cyclohexyl]-hydrazine), C(C)(C)C1=NOC(=N1)C1CCC(CC1)NN ([4-(3-isopropyl-[1,2,4]oxadiazol-5-yl)-cyclohexyl]-hydrazine), ClC1=NC=NC(=C1C=O)Cl (4,6-dichloro-pyrimidine-5-carbaldehyde), ClC1=NC=NC(=C1C=O)Cl (4,6-dichloro-pyrimidine-5-carbaldehyde), C([O-])([O-])=O.[Na+].[Na+] (sodium carbonate), C([O-])([O-])=O.[Na+].[Na+] (sodium carbonate).